From a dataset of the Open Reaction Database (ORD), a public repository of structured organic reaction records. describe an organic reaction: reactants, conditions, products, and yield Starting materials: ClC1=CC=C(C=C1)C12CNCC2C1 ((-)-1-(p-chlorophenyl)-3-azabicyclo[3.1.0]hexane), [OH-].[Na+] (sodium hydroxide), BrC(C(=O)NC1=CC=CC=C1)C (2-bromopropionanilide), C([O-])([O-])=O.[Na+].[Na+] (sodium carbonate). Solvent: O (water), C1(=CC=CC=C1)C (toluene). Product: Cl.ClC1=CC=C(C=C1)C12CN(CC2C1)C(C(=O)NC1=CC=CC=C1)C ((-)-1-(p-Chlorophenyl)-α-methyl-3-azabicyclo[3.1.0]hexane-3-acetanilide hydrochloride). Reaction SMILES: [Cl:1][C:2]1[CH:7]=[CH:6][C:5]([C:8]23[CH2:13][CH:12]2[CH2:11][NH:10][CH2:9]3)=[CH:4][CH:3]=1.Br[CH:15]([CH3:25])[C:16]([NH:18][C:19]1[CH:24]=[CH:23][CH:22]=[CH:21][CH:20]=1)=[O:17].C(=O)([O-])[O-].[Na+].[Na+].[OH-].[Na+]>O.C1(C)C=CC=CC=1>[ClH:1].[Cl:1][C:2]1[CH:3]=[CH:4][C:5]([C:8]23[CH2:13][CH:12]2[CH2:11][N:10]([CH:15]([CH3:25])[C:16]([NH:18][C:19]2[CH:24]=[CH:23][CH:22]=[CH:21][CH:20]=2)=[O:17])[CH2:9]3)=[CH:6][CH:7]=1 |f:2.3.4,5.6,9.10|. Procedure details: A mixture of 3.5 g. of (-)-1-(p-chlorophenyl)-3-azabicyclo[3.1.0]hexane (U.S. Pat. No. 4,131,611), 4.6 g. of 2-bromopropionanilide, 3.7 g. of sodium carbonate and 75 ml. of toluene is stirred and refluxed overnight. The mixture is diluted with 25 ml. of water and 5 ml. of 5 N sodium hydroxide and mixed. The alkaline aqueous layer is extracted with toluene. The toluene layers are combined, washed with water, dried, filtered and concentrated to an oil. The oil is triturated in 50 ml. of ether and ... The reactants are CO, COC(=O)CCl, NCC(O)CO. Product: O=C(CCl)NCC(O)CO. Reaction SMILES: [CH3:13][OH:14].[Cl:7][CH2:8][C:9](=[O:10])[O:11][CH3:12].[NH2:1][CH2:2][CH:3]([CH2:4][OH:5])[OH:6]>>[NH:1]([CH2:2][CH:3]([CH2:4][OH:5])[OH:6])[C:9]([CH2:8][Cl:7])=[O:10].